From a dataset of the Open Reaction Database (ORD), a public repository of structured organic reaction records. describe an organic reaction: reactants, conditions, products, and yield Reactants: ClC1=C(C(=O)O)C=CC=C1[N+](=O)[O-] (2-Chloro-3-nitrobenzoic acid), C(O)CN (ethanolamine). The solvent is C(C)O (ethanol). Run at temperature 100 celsius. Product: OCCNC1=C(C(=O)O)C=CC=C1[N+](=O)[O-] (2-(2-hydroxyethylamino)-3-nitrobenzoic acid). Reaction SMILES: Cl[C:2]1[C:10]([N+:11]([O-:13])=[O:12])=[CH:9][CH:8]=[CH:7][C:3]=1[C:4]([OH:6])=[O:5].[CH2:14]([CH2:16][NH2:17])[OH:15]>C(O)C>[OH:15][CH2:14][CH2:16][NH:17][C:2]1[C:10]([N+:11]([O-:13])=[O:12])=[CH:9][CH:8]=[CH:7][C:3]=1[C:4]([OH:6])=[O:5]. Procedure details: 2-Chloro-3-nitrobenzoic acid (5.0 g, 24.8 mmol) was suspended in ethanol (90 mL) and ethanolamine (4.5 mL, 74.8 mmol) was added. The resulting clear solution was heated at 100° C. for two days. The volatiles were removed under reduced pressure. The residue was treated with water (40 mL) and the mixture was acidified with 1M hydrochloric acid to pH 2. A yellow precipitate formed was collected by filtration and washed with water to yield 2-(2-hydroxyethylamino)-3-nitrobenzoic acid, 5.14 g (92%). M... The reactants are C(C1=CC=CC=C1)=O (Benzaldehyde), C1(CCCO1)=O (γ-butyrolactone). Yields the product OC(C1=CC=CC=C1)C1C(=O)OCC1 (2-(1-hydroxy-1-phenylmethyl)-γ-butyrolactone). RXN SMILES: [CH:1](=[O:8])[C:2]1[CH:7]=[CH:6][CH:5]=[CH:4][CH:3]=1.[C:9]1(=[O:14])[O:13][CH2:12][CH2:11][CH2:10]1>>[OH:8][CH:1]([CH:10]1[CH2:11][CH2:12][O:13][C:9]1=[O:14])[C:2]1[CH:7]=[CH:6][CH:5]=[CH:4][CH:3]=1. Reported procedure: Benzaldehyde is reacted with γ-butyrolactone to produce 2-(1-hydroxy-1-phenylmethyl)-γ-butyrolactone. Reactants: C([O-])([O-])=O.[K+].[K+] (potassium carbonate), resultant mixture, ClC1=C(C=CC(=C1)Cl)NC1=NC2=C(N1CCCCCO)C(=CC=C2)N(CC)CC (5-[2-[(2,4-dichlorophenyl)amino]-7-(diethylamino)-1H-benzimidazol-1-yl]pentan-1-ol), CS(=O)(=O)Cl (methanesulfonyl chloride), resultant mixture. Solvent: C(C)(=O)OCC (ethyl acetate), C(O)([O-])=O.[Na+] (sodium hydrogen carbonate), N1=CC=CC=C1 (pyridine). Yields the product ClC1=C(C=CC(=C1)Cl)N1CCCCCN2C1=NC=1C2=C(C=CC1)N(CC)CC (1-(2,4-Dichlorophenyl)-N,N-diethyl-1,2,3,4,5,6-hexahydro[1,3]diazocino[1,2-a]benzimidazol-8-amine). Isolated yield 75.7%. RXN SMILES: [Cl:1][C:2]1[CH:7]=[C:6]([Cl:8])[CH:5]=[CH:4][C:3]=1[NH:9][C:10]1[N:14]([CH2:15][CH2:16][CH2:17][CH2:18][CH2:19]O)[C:13]2[C:21]([N:25]([CH2:28][CH3:29])[CH2:26][CH3:27])=[CH:22][CH:23]=[CH:24][C:12]=2[N:11]=1.CS(Cl)(=O)=O.C(=O)([O-])[O-].[K+].[K+]>N1C=CC=CC=1.C(=O)([O-])O.[Na+].C(OCC)(=O)C>[Cl:1][C:2]1[CH:7]=[C:6]([Cl:8])[CH:5]=[CH:4][C:3]=1[N:9]1[C:10]2=[N:11][C:12]3[C:13](=[C:21]([N:25]([CH2:28][CH3:29])[CH2:26][CH3:27])[CH:22]=[CH:23][CH:24]=3)[N:14]2[CH2:15][CH2:16][CH2:17][CH2:18][CH2:19]1 |f:2.3.4,6.7|. Reported procedure: To a solution of 5-[2-[(2,4-dichlorophenyl)amino]-7-(diethylamino)-1H-benzimidazol-1-yl]pentan-1-ol (Reference Example 113; 100 mg, 0.230 mmol) in pyridine (2 mL) was added methanesulfonyl chloride (0.0890 mL, 1.15 mmol) at 0° C. After the resultant mixture was stirred at 0° C. for 2 hr, the mixture was diluted with aqueous sodium hydrogen carbonate and extracted with ethyl acetate. The combined organic layer was washed with brine, dried over anhydrous sodium sulfate, filtered and concentrated i...